Dataset: the Open Reaction Database (ORD), a public repository of structured organic reaction records. Task: describe an organic reaction: reactants, conditions, products, and yield The reactants are [Cl-].C[NH+](CCC(C1=CC=C(C=C1)[N+](=O)[O-])=O)C (N,N-dimethyl-N-4-nitrobenzoylethylammonium chloride), Cl.COC1=CC=C(C=C1)NN (4-methoxyphenylhydrazine hydrochloride), C([O-])([O-])=O.[Na+].[Na+] (sodium carbonate). Solvent: C(C)O (ethanol), O (water). Product: COC1=CC=C(C=C1)N1NC(=CC1)C1=CC=C(C=C1)[N+](=O)[O-] (1-(4-Methoxyphenyl)-3-(4-nitrophenyl)pyrazoline). RXN SMILES: [Cl-].C[NH+](C)[CH2:4][CH2:5][C:6](=O)[C:7]1[CH:12]=[CH:11][C:10]([N+:13]([O-:15])=[O:14])=[CH:9][CH:8]=1.Cl.[CH3:19][O:20][C:21]1[CH:26]=[CH:25][C:24]([NH:27][NH2:28])=[CH:23][CH:22]=1.C(=O)([O-])[O-].[Na+].[Na+]>C(O)C.O>[CH3:19][O:20][C:21]1[CH:26]=[CH:25][C:24]([N:27]2[CH2:4][CH:5]=[C:6]([C:7]3[CH:12]=[CH:11][C:10]([N+:13]([O-:15])=[O:14])=[CH:9][CH:8]=3)[NH:28]2)=[CH:23][CH:22]=1 |f:0.1,2.3,4.5.6|. Procedure details: A mixture of N,N-dimethyl-N-4-nitrobenzoylethylammonium chloride (18.1 g; 0.07 m), 4-methoxyphenylhydrazine hydrochloride (12.2 g; 0.07 m) and sodium carbonate (21.2 g; 0.2 m) in ethanol (200 ml.) and water (10 ml.) was boiled for a few minutes to give a deep orange solution from which a dark orange solid precipitated. The mixture was cooled to room temperature and the product was filtered, washed well with water and was dried at 50° C. (14.38 g; 69% theory).